This data is from the Open Reaction Database (ORD), a public repository of structured organic reaction records. The task is: describe an organic reaction: reactants, conditions, products, and yield The reactants are C(C)=O (acetaldehyde), [BH4-].[Na+] (sodium borohydride), O=C1NC(C(C2=CC=CC=C12)=CNCC1=CC=C(C=C1)S(=O)(=O)N)=O (4-{[(1,3-Dioxo-2,3-dihydro-1H-isoquinolin-4-ylidenemethyl)-amino]-methyl}-benzenesulfonamide). The solvent is CN(C=O)C (N,N-dimethylformamide), FC(C(=O)O)(F)F (Trifluoroacetic acid). Conditions: time 18 hour. The product is O=C1NC(C(C2=CC=CC=C12)=CNCC1=CC=C(C=C1)S(=O)(=O)NCC)=O (4-{[(1,3-Dioxo-2,3-dihydro-1H-isoquinolin-4-ylidenemethyl)-amino]-methyl}-N-ethyl-benzenesulfonamide). Reaction SMILES: [O:1]=[C:2]1[C:11]2[C:6](=[CH:7][CH:8]=[CH:9][CH:10]=2)[C:5](=[CH:12][NH:13][CH2:14][C:15]2[CH:20]=[CH:19][C:18]([S:21]([NH2:24])(=[O:23])=[O:22])=[CH:17][CH:16]=2)[C:4](=[O:25])[NH:3]1.[CH:26](=O)[CH3:27].[BH4-].[Na+]>FC(F)(F)C(O)=O.CN(C)C=O>[O:1]=[C:2]1[C:11]2[C:6](=[CH:7][CH:8]=[CH:9][CH:10]=2)[C:5](=[CH:12][NH:13][CH2:14][C:15]2[CH:20]=[CH:19][C:18]([S:21]([NH:24][CH2:26][CH3:27])(=[O:22])=[O:23])=[CH:17][CH:16]=2)[C:4](=[O:25])[NH:3]1 |f:2.3|. Reported procedure: To a suspension of 4-{[(1,3-Dioxo-2,3-dihydro-1H-isoquinolin-4-ylidenemethyl)-amino]-methyl}-benzenesulfonamide (35.7 mg, 0.1 mmol) in Trifluoroacetic acid (250 μL) is added acetaldehyde (16.3 μL, 0.3 mmol) and sodium borohydride (11.4 mg, 0.3 mmol). The reaction mixture is shaken at ambient temperature for 18 hours. The reaction mixture is diluted to 2 mL with N,N-dimethylformamide and purified by C18 reverse phase HPLC. Yields the product C=CCCCCCN(C)C(=O)C1CC(O)CN1. The reactants are C=CCCCCCN(C)C(=O)C1CC(O)CN1C(=O)OC(C)(C)C, C=CCCCCN(C)C(=O)C1CC(O)CN1. RXN SMILES: [CH2:1]([CH2:2][CH2:3][CH2:4][CH2:5][CH:6]=[CH2:7])[N:8]([C:9](=[O:10])[CH:11]1[N:12]([C:17]([O:18][C:19]([CH3:20])([CH3:21])[CH3:22])=[O:23])[CH2:13][CH:14]([OH:16])[CH2:15]1)[CH3:24].[CH2:25]([N:26]([CH3:27])[C:28]([CH:29]1[CH2:30][CH:31]([OH:32])[CH2:33][NH:34]1)=[O:35])[CH2:36][CH2:37][CH2:38][CH:39]=[CH2:40]>>[CH2:1]([CH2:2][CH2:3][CH2:4][CH2:5][CH:6]=[CH2:7])[N:8]([C:9](=[O:10])[CH:11]1[NH:12][CH2:13][CH:14]([OH:16])[CH2:15]1)[CH3:24]. Starting materials: C(C)OC(=O)[C@H]1O[C@@H]1C(N[C@H](C(NC1=CC=CC=C1)=O)CC(C)C)=O ((2S,3S)-ethyl-3-((S)-4-methyl-1-oxo-1-(phenylamino)pentan-2-ylcarbamoyl)oxirane-2-carboxylate), [Li+].[OH-] (LiOH). Product: CC(C[C@@H](C(NC1=CC=CC=C1)=O)NC(=O)[C@@H]1[C@H](O1)C(=O)O)C ((2S,3S)-3-((S)-4-methyl-1-oxo-1-(phenylamino)pentan-2-ylcarbamoyl)oxirane-2-carboxylic acid). Yield: 84.3%. Reaction SMILES: C([O:3][C:4]([C@@H:6]1[C@@H:8]([C:9](=[O:25])[NH:10][C@@H:11]([CH2:21][CH:22]([CH3:24])[CH3:23])[C:12](=[O:20])[NH:13][C:14]2[CH:19]=[CH:18][CH:17]=[CH:16][CH:15]=2)[O:7]1)=[O:5])C.[Li+].[OH-]>>[CH3:23][CH:22]([CH3:24])[CH2:21][C@H:11]([NH:10][C:9]([C@H:8]1[O:7][C@@H:6]1[C:4]([OH:5])=[O:3])=[O:25])[C:12](=[O:20])[NH:13][C:14]1[CH:19]=[CH:18][CH:17]=[CH:16][CH:15]=1 |f:1.2|. Procedure details: Followed general procedure using: the corresponding peptidomimetic epoxide ethyl ester 17a (70 mg, 0.2 mmol); LiOH (4.8 mg, 0.2 mmol); after extraction afforded the desired product as a white solid (54 mg, 83.9%). 1H NMR (MeOD-d4, 400 MHz): δ 7.57-7.55 (d, 2H); 7.33-7.29 (t, 2H); 7.13-7.09 (t, 1H); 4.64-4.61 (m, 1H); 3.71 (s, 1H); 3.57 (s, 1H); 1.76-1.65 (m, 3H); 1.02-0.98 (t, 6H). 13C NMR (MeOD-d4, 100 MHz): 171.22, 169.07, 167.14, 137.98, 128.41, 124.12, 120.14, 52.90, 52.58, 51.69, 40.70, 29.... The reactants are NC=1C(=CC(=C(OC2=C(C(=NC=C2)N)[N+](=O)[O-])C1)F)F (4-(5-amino-2,4-difluorophenoxy)-3-nitropyridin-2-amine), FC(OC=1C=C(C(=O)Cl)C=CC1)(F)F (3-(trifluoromethoxy)benzoyl chloride). Product: NC1=NC=CC(=C1[N+](=O)[O-])OC=1C(=CC(=C(C1)NC(C1=CC(=CC=C1)OC(F)(F)F)=O)F)F (N-(5-(2-Amino-3-nitropyridin-4-yloxy)-2,4-difluorophenyl)-3-(trifluoromethoxy)benzamide). Isolated yield 88.0%. As a reaction SMILES: [NH2:1][C:2]1[C:3]([F:20])=[CH:4][C:5]([F:19])=[C:6]([CH:18]=1)[O:7][C:8]1[CH:13]=[CH:12][N:11]=[C:10]([NH2:14])[C:9]=1[N+:15]([O-:17])=[O:16].[F:21][C:22]([F:34])([F:33])[O:23][C:24]1[CH:25]=[C:26]([CH:30]=[CH:31][CH:32]=1)[C:27](Cl)=[O:28]>>[NH2:14][C:10]1[C:9]([N+:15]([O-:17])=[O:16])=[C:8]([O:7][C:6]2[C:5]([F:19])=[CH:4][C:3]([F:20])=[C:2]([NH:1][C:27](=[O:28])[C:26]3[CH:30]=[CH:31][CH:32]=[C:24]([O:23][C:22]([F:21])([F:33])[F:34])[CH:25]=3)[CH:18]=2)[CH:13]=[CH:12][N:11]=1. Procedure details: Method H was used with 4-(5-amino-2,4-difluorophenoxy)-3-nitropyridin-2-amine and 3-(trifluoromethoxy)benzoyl chloride to afford the title compound as a yellow solid (0.33 g, 88%). 1H NMR δ (DMSO): 6.09 (d, 1H, Hpy,5, J=5.5 Hz), 7.26 (bs, 2H, NH2), 7.7 (m, 3H, Harom), 7.90 (s, 1H, Harom,2′), 8.0 (d, 1H, Harom), 8.06 (d, 1H, Hpy,6, J=5.5 Hz), 10.4 (bs, 1H, NHamide). 19F NMR δ (DMSO): −56.78 (s, 1F, CF3), −118.54 (s, 1F, aromF), −129.58 (s, 1F, aromF). Starting materials: [Cl-].C(=O)(O)C1=CC=C(C=C1)C1(CC1)[NH3+] (1-(4-carboxyphenyl)cyclopropanaminium chloride), Cl (HCl), CO (MeOH). The product is [Cl-].COC(=O)C1=CC=C(C=C1)C1(CC1)[NH3+] (1-[4-(methoxycarbonyl)phenyl]cyclopropanaminium chloride). Reaction SMILES: [Cl-:1].[C:2]([C:5]1[CH:10]=[CH:9][C:8]([C:11]2([NH3+:14])[CH2:13][CH2:12]2)=[CH:7][CH:6]=1)([OH:4])=[O:3].Cl.[CH3:16]O>>[Cl-:1].[CH3:16][O:3][C:2]([C:5]1[CH:6]=[CH:7][C:8]([C:11]2([NH3+:14])[CH2:13][CH2:12]2)=[CH:9][CH:10]=1)=[O:4] |f:0.1,4.5|. Reported procedure: 1-(4-Carboxyphenyl)cyclopropanaminium chloride from Example 16, Step 1 (4.17 mmol) in MeOH (10 mL) was heated to the reflux temperature, in the presence of HCl (4M in dioxane, 104 μL, 0.417 mmol), for 16 h and cooled to r.t. The mixture was concentrated to dryness and the residue was partitioned between EtOAc and a phosphate buffer (pH 10). The organic layer was washed with brine, dried (Na2SO4) and concentrated. The residue was dissolved in dioxane (10 mL) and excess HCl (4M in dioxane) was add... Starting materials: C1CCOC1, [CH2]C, CCOC(C)=O, Cl, O=C1CCCCC1. Product: CCOC(=O)CC1(O)CCCCC1. RXN SMILES: [CH2:17]1[O:18][CH2:19][CH2:20][CH2:21]1.[CH2:1][CH3:2].[CH3:11][CH2:12][O:13][C:14]([CH3:15])=[O:16].[ClH:10].[O:3]=[C:4]1[CH2:5][CH2:6][CH2:7][CH2:8][CH2:9]1>>[OH:3][C:4]1([CH2:15][C:14]([O:13][CH2:12][CH3:11])=[O:16])[CH2:5][CH2:6][CH2:7][CH2:8][CH2:9]1.